From a dataset of the Open Reaction Database (ORD), a public repository of structured organic reaction records. describe an organic reaction: reactants, conditions, products, and yield Yields the product CCNC(=S)C1=CC(CF)(CF)Oc2ccc(C(F)(F)F)cc21. Reactants: FCC1(CF)C=C(Br)c2cc(C(F)(F)F)ccc2O1, [Li]CCCC, CCN=C=S, CCOCC. Reaction SMILES: [Br:1][C:2]1=[CH:3][C:4]([CH2:16][F:17])([CH2:18][F:19])[O:5][c:6]2[c:7]1[cH:8][c:9]([C:12]([F:13])([F:14])[F:15])[cH:10][cH:11]2.[CH2:20]([Li:21])[CH2:22][CH2:23][CH3:24].[CH2:25]([CH3:26])[N:27]=[C:28]=[S:29].[CH3:30][CH2:31][O:32][CH2:33][CH3:34]>>[C:2]1([C:28]([NH:27][CH2:25][CH3:26])=[S:29])=[CH:3][C:4]([CH2:16][F:17])([CH2:18][F:19])[O:5][c:6]2[c:7]1[cH:8][c:9]([C:12]([F:13])([F:14])[F:15])[cH:10][cH:11]2. Starting materials: CC1C(=O)c2ccccc2OC1(C)C, O=[N+]([O-])O, O=S(=O)(O)O. The product is CC1C(=O)c2cc([N+](=O)[O-])ccc2OC1(C)C. As a reaction SMILES: [CH3:1][C:2]1([CH3:14])[O:3][c:4]2[c:5]([cH:10][cH:11][cH:12][cH:13]2)[C:6](=[O:9])[CH:7]1[CH3:8].[OH:15][N+:16]([O-:17])=[O:18].[S:19](=[O:20])(=[O:21])([OH:22])[OH:23]>>[CH3:1][C:2]1([CH3:14])[O:3][c:4]2[c:5]([cH:10][c:11]([N+:16](=[O:15])[O-:17])[cH:12][cH:13]2)[C:6](=[O:9])[CH:7]1[CH3:8].